From a dataset of the Open Reaction Database (ORD), a public repository of structured organic reaction records. describe an organic reaction: reactants, conditions, products, and yield The reactants are CCOC(=O)C(=O)c1ccc(OCC(=O)N2CCN(c3ccccc3)CC2)cc1, CO, [Na+], [Na+], O=C([O-])[O-], O. The product is O=C(O)C(=O)c1ccc(OCC(=O)N2CCN(c3ccccc3)CC2)cc1. As a reaction SMILES: [CH2:1]([CH3:2])[O:3][C:4]([C:5]([c:6]1[cH:7][cH:8][c:9]([O:12][CH2:13][C:14]([N:15]2[CH2:16][CH2:17][N:18]([c:21]3[cH:22][cH:23][cH:24][cH:25][cH:26]3)[CH2:19][CH2:20]2)=[O:27])[cH:10][cH:11]1)=[O:28])=[O:29].[CH3:36][OH:37].[Na+:30].[Na+:31].[O-:32][C:33](=[O:34])[O-:35].[OH2:38]>>[O:3]=[C:4]([C:5]([c:6]1[cH:7][cH:8][c:9]([O:12][CH2:13][C:14]([N:15]2[CH2:16][CH2:17][N:18]([c:21]3[cH:22][cH:23][cH:24][cH:25][cH:26]3)[CH2:19][CH2:20]2)=[O:27])[cH:10][cH:11]1)=[O:28])[OH:29]. Reactants: C(C)(C1=NC=CC=C1)=NN (2-acetylpyridine hydrazone), C1(CCCCC1)N=C=S (cyclohexyl isothiocyanate). Solvent: CO (MeOH). Reaction SMILES: [C:1](=[N:9][NH2:10])([C:3]1[CH:8]=[CH:7][CH:6]=[CH:5][N:4]=1)[CH3:2].C1([N:17]=[C:18]=[S:19])CCCCC1>CO>[C:1](=[N:9][NH:10][C:18]([NH2:17])=[S:19])([C:3]1[CH:8]=[CH:7][CH:6]=[CH:5][N:4]=1)[CH3:2]. The yield is 46.0%. Procedure: A solution of 6.76 g (0.05 mol) of 2-acetylpyridine hydrazone in 10 ml of MeOH was treated with 7.2 g (0.05 mol) of cyclohexyl isothiocyanate and the solution was heated at reflux for 3 hours. The solution was chilled, and the crystals which formed were collected. Recrystallization of the product from 150 ml of MeOH afforded 6.40 9 (46%) of white needles of 2-acetylpyridine 4-cyclohexyl-3-thiosemicarbazone, mp 155° C. The product is C(C)(C1=NC=CC=C1)=NNC(=S)N (2-Acetylpyridine thiosemicarbazone), 2-acetylpyridine 4-cyclohexyl-3-thiosemicarbazone. Reactants: C12CC3(CC(CC3C1)C2)NC(=S)N (N-tricyclo[3.3.1.0˜3,7˜]non-3-ylthiourea), BrC1(CCCCC1)C(=O)OC (methyl 1-bromocyclohexanecarboxylate). Yields the product C12CC3(CC(CC3C1)C2)NC=2SC1(C(N2)=O)CCCCC1 (2-(Tricyclo[3.3.1.0˜3,7˜]non-3-ylamino)-1-thia-3-azaspiro[4.5]dec-2-en-4-one). RXN SMILES: [CH:1]12[CH2:9][CH:5]3[CH2:6][CH:7]([CH2:8]1)[C:3]([NH:10][C:11]([NH2:13])=[S:12])([CH2:4]3)[CH2:2]2.Br[C:15]1([C:21](OC)=[O:22])[CH2:20][CH2:19][CH2:18][CH2:17][CH2:16]1>>[CH:1]12[CH2:9][CH:5]3[CH2:6][CH:7]([CH2:8]1)[C:3]([NH:10][C:11]1[S:12][C:15]4([CH2:20][CH2:19][CH2:18][CH2:17][CH2:16]4)[C:21](=[O:22])[N:13]=1)([CH2:4]3)[CH2:2]2. Procedure details: Synthesis was performed from N-tricyclo[3.3.1.0˜3,7˜]non-3-ylthiourea and methyl 1-bromocyclohexanecarboxylate according to Method D.